From a dataset of the Open Reaction Database (ORD), a public repository of structured organic reaction records. describe an organic reaction: reactants, conditions, products, and yield Starting materials: COC(=O)CCc1ccc(N(Cc2cccc(O)c2)S(=O)(=O)c2c(C)cc(C)cc2C)cc1, Cl, [Na+], C1CCOC1, [OH-], O. Product: Cc1cc(C)c(S(=O)(=O)N(Cc2cccc(O)c2)c2ccc(CCC(=O)O)cc2)c(C)c1. Reaction SMILES: [CH3:1][O:2][C:3]([CH2:4][CH2:5][c:6]1[cH:7][cH:8][c:9]([N:12]([S:13](=[O:14])(=[O:15])[c:16]2[c:17]([CH3:24])[cH:18][c:19]([CH3:23])[cH:20][c:21]2[CH3:22])[CH2:25][c:26]2[cH:27][c:28]([OH:32])[cH:29][cH:30][cH:31]2)[cH:10][cH:11]1)=[O:33].[ClH:36].[Na+:35].[O:37]1[CH2:38][CH2:39][CH2:40][CH2:41]1.[OH-:34].[OH2:42]>>[O:2]=[C:3]([CH2:4][CH2:5][c:6]1[cH:7][cH:8][c:9]([N:12]([S:13](=[O:14])(=[O:15])[c:16]2[c:17]([CH3:24])[cH:18][c:19]([CH3:23])[cH:20][c:21]2[CH3:22])[CH2:25][c:26]2[cH:27][c:28]([OH:32])[cH:29][cH:30][cH:31]2)[cH:10][cH:11]1)[OH:33]. Starting materials: [H-], CI, [Na+], C1CCOC1, OC1(c2ccccc2)CCCCCC1. Product: COC1(c2ccccc2)CCCCCC1. Reaction SMILES: [H-:15].[I:17][CH3:18].[Na+:16].[O:19]1[CH2:20][CH2:21][CH2:22][CH2:23]1.[c:1]1([C:7]2([OH:14])[CH2:8][CH2:9][CH2:10][CH2:11][CH2:12][CH2:13]2)[cH:2][cH:3][cH:4][cH:5][cH:6]1>>[c:1]1([C:7]2([O:14][CH3:18])[CH2:8][CH2:9][CH2:10][CH2:11][CH2:12][CH2:13]2)[cH:2][cH:3][cH:4][cH:5][cH:6]1. Reactants: CCOC(=O)Cl, Oc1ccc(-c2ccc(Cl)nn2)c(O)c1, c1ccncc1. The product is CCOC(=O)Oc1ccc(-c2ccc(Cl)nn2)c(O)c1. Reaction SMILES: [Cl:16][C:17](=[O:18])[O:19][CH2:20][CH3:21].[Cl:1][c:2]1[n:3][n:4][c:5](-[c:8]2[c:9]([OH:15])[cH:10][c:11]([OH:14])[cH:12][cH:13]2)[cH:6][cH:7]1.[cH:22]1[cH:23][cH:24][n:25][cH:26][cH:27]1>>[Cl:1][c:2]1[n:3][n:4][c:5](-[c:8]2[c:9]([OH:15])[cH:10][c:11]([O:14][C:17](=[O:18])[O:19][CH2:20][CH3:21])[cH:12][cH:13]2)[cH:6][cH:7]1. Starting materials: CO, COC(=O)c1cnc(OC)c(Br)c1, [Li+], C1COCCO1, [OH-], O. Yields the product COc1ncc(C(=O)O)cc1Br. RXN SMILES: [CH3:16][OH:17].[CH3:1][O:2][C:3]([c:4]1[cH:5][n:6][c:7]([O:11][CH3:12])[c:8]([Br:10])[cH:9]1)=[O:13].[Li+:14].[O:18]1[CH2:19][CH2:20][O:21][CH2:22][CH2:23]1.[OH-:15].[OH2:24]>>[O:2]=[C:3]([c:4]1[cH:5][n:6][c:7]([O:11][CH3:12])[c:8]([Br:10])[cH:9]1)[OH:13]. Reactants: CC1(OB(OC1(C)C)C1=C(C=CC(=C1)[N+](=O)[O-])C)C (4,4,5,5-tetramethyl-2-(2-methyl-5-nitrophenyl)-1,3,2-dioxaborolane), C(C)(=O)OCC (ethyl acetate), BrC1=CC=C2C=CNC2=C1 (6-Bromo-1H-indole), C([O-])([O-])=O.[K+].[K+] (potassium carbonate). The reagents and catalysts are C1=CC=C(C=C1)P([C-]2C=CC=C2)C3=CC=CC=C3.C1=CC=C(C=C1)P([C-]2C=CC=C2)C3=CC=CC=C3.Cl[Pd]Cl.[Fe+2] (Pd(dppf)Cl2). Solvent: O (water), CN(C)C=O.O (DMF water). The product is CC1=C(C=C(C=C1)[N+](=O)[O-])C1=CC=C2C=CNC2=C1 (6-(2-methyl-5-nitrophenyl)-1H-indole). Yield: 64.8%. RXN SMILES: Br[C:2]1[CH:10]=[C:9]2[C:5]([CH:6]=[CH:7][NH:8]2)=[CH:4][CH:3]=1.C(=O)([O-])[O-].[K+].[K+].CC1(C)C(C)(C)OB([C:25]2[CH:30]=[C:29]([N+:31]([O-:33])=[O:32])[CH:28]=[CH:27][C:26]=2[CH3:34])O1.C(OCC)(=O)C>CN(C=O)C.O.C1C=CC(P(C2C=CC=CC=2)[C-]2C=CC=C2)=CC=1.C1C=CC(P(C2C=CC=CC=2)[C-]2C=CC=C2)=CC=1.Cl[Pd]Cl.[Fe+2].O>[CH3:34][C:26]1[CH:25]=[CH:30][C:29]([N+:31]([O-:33])=[O:32])=[CH:28][C:27]=1[C:2]1[CH:10]=[C:9]2[C:5]([CH:6]=[CH:7][NH:8]2)=[CH:4][CH:3]=1 |f:1.2.3,6.7,8.9.10.11|. Reported procedure: 6-Bromo-1H-indole (203 mg, 1.04 mmol) and potassium carbonate (287 mg, 2.08 mmol) was dissolved in a DMF/water (4:1, 2.5 mL) mixture solution, and the gas included in the mixture solution was removed using ultrasonic wave and nitrogen gas. After sequentially adding 4,4,5,5-tetramethyl-2-(2-methyl-5-nitrophenyl)-1,3,2-dioxaborolane (300 mg, 1.14 mmol) and Pd(dppf)Cl2 (85 mg, 0.10 mmol), the mixture was stirred at room temperature in a sealed reactor. 2 hours later, after adding ethyl acetate and ... The reactants are Cl (hydrochloric acid), C(C)C=1C=C(C2=C(C(C=C(O2)C(=O)O)=O)C1OC)CC (6,8-diethyl-5-methoxy-4-oxo-4H-1-benzopyran-2-carboxylic acid), Br (hydrobromic acid), C([O-])(O)=O.[Na+] (sodium bicarbonate). Product: C(C)C=1C=C(C2=C(C(C=C(O2)C(=O)O)=O)C1O)CC (6,8-Diethyl-5-hydroxy-4-oxo-4H-1-benzopyran-2-carboxylic acid). Reaction SMILES: [CH2:1]([C:3]1[CH:4]=[C:5]([CH2:19][CH3:20])[C:6]2[O:11][C:10]([C:12]([OH:14])=[O:13])=[CH:9][C:8](=[O:15])[C:7]=2[C:16]=1[O:17]C)[CH3:2].Br.C(=O)(O)[O-].[Na+].Cl>>[CH2:1]([C:3]1[CH:4]=[C:5]([CH2:19][CH3:20])[C:6]2[O:11][C:10]([C:12]([OH:14])=[O:13])=[CH:9][C:8](=[O:15])[C:7]=2[C:16]=1[OH:17])[CH3:2] |f:2.3|. Procedure details: A mixture of 5 parts of 6,8-diethyl-5-methoxy-4-oxo-4H-1-benzopyran-2-carboxylic acid and 130 parts by volume of 48% aqueous hydrobromic acid was refluxed for seven hours. The reaction mixture was cooled and excess sodium bicarbonate solution was added. The solution was acidified with concentrated hydrochloric acid and then extracted with chloroform. Evaporation of the chloroform gave a residue which on trituration with light petroleum gave 2.3 parts of 6,8-diethyl-5-hydroxy-4-oxo-4H-1-benzopyra... Reactants: Cn1cc(C(=O)O)c2ccccc21, NCC1CC2CC2N1C(=O)c1nc(N)sc1-c1cccc(F)c1. Yields the product Cn1cc(C(=O)NCC2CC3CC3N2C(=O)c2nc(N)sc2-c2cccc(F)c2)c2ccccc21. As a reaction SMILES: [CH3:24][n:25]1[cH:26][c:27]([C:34](=[O:35])[OH:36])[c:28]2[cH:29][cH:30][cH:31][cH:32][c:33]12.[NH2:1][c:2]1[s:3][c:4](-[c:17]2[cH:18][c:19]([F:23])[cH:20][cH:21][cH:22]2)[c:5]([C:7](=[O:8])[N:9]2[CH:10]3[CH2:11][CH:12]3[CH2:13][CH:14]2[CH2:15][NH2:16])[n:6]1>>[NH2:1][c:2]1[s:3][c:4](-[c:17]2[cH:18][c:19]([F:23])[cH:20][cH:21][cH:22]2)[c:5]([C:7](=[O:8])[N:9]2[CH:10]3[CH2:11][CH:12]3[CH2:13][CH:14]2[CH2:15][NH:16][C:34]([c:27]2[cH:26][n:25]([CH3:24])[c:33]3[c:28]2[cH:29][cH:30][cH:31][cH:32]3)=[O:35])[n:6]1.